Dataset: the Open Reaction Database (ORD), a public repository of structured organic reaction records. Task: describe an organic reaction: reactants, conditions, products, and yield Yields the product N1(CCCC1)C1=CC=C(C#N)C=C1 (4-(pyrrolidin-1-yl)benzonitrile). As a reaction SMILES: Cl[C:2]1[CH:9]=[CH:8][C:5]([C:6]#[N:7])=[CH:4][CH:3]=1.[NH:10]1[CH2:14][CH2:13][CH2:12][CH2:11]1>>[N:10]1([C:2]2[CH:9]=[CH:8][C:5]([C:6]#[N:7])=[CH:4][CH:3]=2)[CH2:14][CH2:13][CH2:12][CH2:11]1. Run at temperature 100 celsius. Procedure: To commercially available 4-chlorobenzonitrile 17 (5 g, 36 mmol) 12 ml of pyrrolidine were added and the reaction was heated at 100° C. for 24 hours in closed vessel. The reaction was evaporated and the residue was dissolved in AcOEt and washed with water and brine. The purification of the crude residue by chromatographic column using AcOEt 1/Petroleum ether 9 as eluant gave 1.68 g of a pale yellow solid. Yield=33% 1HNMR (DMSO, 200 MHz) δ 1.96 (4H, m), 3.28 (4H, m), 6.58 (2H, d, J=9 Hz), 7.51 (2... The yield is 33.0%. Starting materials: ClC1=CC=C(C#N)C=C1 (4-chlorobenzonitrile), N1CCCC1 (pyrrolidine). Starting materials: C1=CC2=C(C=CC3=C2C(=C1)C(=O)OC3=O)Br (4-Bromo-1,8-naphthalic anhydride), Cl.NO (hydroxylamine hydrochloride). The solvent is N1=CC=CC=C1 (pyridine). Product: BrC=1C=CC=2C(N(C(C3=CC=CC1C23)=O)O)=O (6-Bromo-2-hydroxy-benzo[de]isoquinoline-1,3-dione). Yield: 82.6%. Reaction SMILES: [CH:1]1[CH:10]=[C:9]2[C:11]([O:13][C:14](=O)[C:7]3=[C:8]2[C:3](=[C:4]([Br:16])[CH:5]=[CH:6]3)[CH:2]=1)=[O:12].Cl.[NH2:18][OH:19]>N1C=CC=CC=1>[Br:16][C:4]1[CH:5]=[CH:6][C:7]2[C:14](=[O:13])[N:18]([OH:19])[C:11](=[O:12])[C:9]3[C:8]=2[C:3]=1[CH:2]=[CH:1][CH:10]=3 |f:1.2|. Procedure: 4-Bromo-1,8-naphthalic anhydride (1.6 g, 5.8 mmol) and hydroxylamine hydrochloride (0.8 g, 11.5 mmol) were reacted in pyridine (30 mL) following the procedure of Example 1 to give 1.4 g of the title compound, mp 248-251 ° C.; Starting materials: COCCOC=1C=CC=C2CCCNC12 (1,2,3,4-tetrahydro-8-methoxyethoxyquinoline), NC1=NC=C(C(=N1)N)CO (2,4-diamino-5-hydroxymethylpyrimidine). Product: NC1=NC=C(C(=N1)N)CC=1C=C2CCCNC2=C(C1)OCCOC (2,4-diamino-5-(1,2,3,4-tetrahydro-8-(2-methoxyethoxy)-6-quinolylmethyl)pyrimidine). As a reaction SMILES: [CH3:1][O:2][CH2:3][CH2:4][O:5][C:6]1[CH:7]=[CH:8][CH:9]=[C:10]2[C:15]=1[NH:14][CH2:13][CH2:12][CH2:11]2.[NH2:16][C:17]1[N:22]=[C:21]([NH2:23])[C:20]([CH2:24]O)=[CH:19][N:18]=1>>[NH2:16][C:17]1[N:22]=[C:21]([NH2:23])[C:20]([CH2:24][C:8]2[CH:9]=[C:10]3[C:15](=[C:6]([O:5][CH2:4][CH2:3][O:2][CH3:1])[CH:7]=2)[NH:14][CH2:13][CH2:12][CH2:11]3)=[CH:19][N:18]=1. Reported procedure: The procedure of Example 1 was used to react 1,2,3,4-tetrahydro-8-methoxyethoxyquinoline (3.11 g) with 2,4-diamino-5-hydroxymethylpyrimidine, and 2,4-diamino-5-(1,2,3,4-tetrahydro-8-(2-methoxyethoxy)-6-quinolylmethyl)pyrimidine was isolated and purified as in this example. The free base was recrystallized from absolute ethanol; m.p. 149°-151° C. NMR (Me2SO-d6) δ 1.76 (m, 2, CH2), 2.61 (tr, 2, CH2), 3.22 (m, 2, CH2), 3.31 (s, 3, OMe), 3.39 (s, 2, bridge CH2), 3.65 (m, 2, CH2CH2O), 3.97 (m, 2, OCH... Reactants: S(O)(O)(=O)=O (sulfuric acid), tert-butyl ester, O1CCOC12CCN(CC2)C=2C=CC(=NC2)N2CCN(C1=CC=CC=C21)C(=O)O (4-[5-(1,4-dioxa-8-aza-spiro[4.5]dec-8-yl)-pyridin-2-yl]-3,4-dihydro-2H-quinoxaline-1-carboxylic acid), O1CCOC12CCN(CC2)C=2C=CC(=NC2)N2CCN(C1=CC=CC=C21)C(=O)O (4-[5-(1,4-dioxa-8-aza-spiro[4.5]dec-8-yl)-pyridin-2-yl]-3,4-dihydro-2H-quinoxaline-1-carboxylic acid), [OH-].[Na+] (sodium hydroxide). Solvent: CC(=O)C (acetone), O1CCCC1 (tetrahydrofuran), O (water), O (water). Conditions: time 18 hour. The product is N1(CCNC2=CC=CC=C12)C1=CC=C(C=N1)N1CCC(CC1)=O (6′-(3,4-dihydro-2H-quinoxalin-1-yl)-2,3,5,6-tetrahydro-[1,3′]bipyridinyl-4-one). Reaction SMILES: O1[C:5]2([CH2:10][CH2:9][N:8]([C:11]3[CH:12]=[CH:13][C:14]([N:17]4[C:26]5[C:21](=[CH:22][CH:23]=[CH:24][CH:25]=5)[N:20](C(O)=O)[CH2:19][CH2:18]4)=[N:15][CH:16]=3)[CH2:7][CH2:6]2)[O:4]CC1.S(=O)(=O)(O)O.[OH-].[Na+]>O1CCCC1.O.CC(C)=O>[N:17]1([C:14]2[N:15]=[CH:16][C:11]([N:8]3[CH2:7][CH2:6][C:5](=[O:4])[CH2:10][CH2:9]3)=[CH:12][CH:13]=2)[C:26]2[C:21](=[CH:22][CH:23]=[CH:24][CH:25]=2)[NH:20][CH2:19][CH2:18]1 |f:2.3|. Reported procedure: In a 150-ml flask, 5.51 g of tert-butyl ester of 4-[5-(1,4-dioxa-8-aza-spiro[4.5]dec-8-yl)-pyridin-2-yl]-3,4-dihydro-2H-quinoxaline-1-carboxylic acid (intermediate 7.1) is put in 21 ml of tetrahydrofuran, 21 ml of water and 20 ml of acetone. It is cooled on an ice bath and 8.24 ml of 95% sulfuric acid is added gently. It is stirred at room temperature for 18 h. The solution is then poured into water. 5N sodium hydroxide is added to basic pH and it is extracted twice with ethyl acetate. The combi... The reactants are F[B-](F)(F)F (BF4−), FC1=C(C=C(C2=C1COCO2)OC)C(C2=NN(C(N2)=O)C=2N=CSC2C(=O)N)NC2=CC=C(C=C2)C(N)=S (4-{3-[(5-fluoro-8-methoxy-4H-benzo[1,3]dioxin-6-yl)-(4-thiocarbamoylphenylamino)methyl]-5-oxo-4,5-dihydro-[1,2,4]triazol-1-yl}thiazole-5-carboxylic acid amide), C(C)(C)O (isopropanol), C[SiH](N[SiH](C)C)C (1,1,3,3-tetramethyldisilazane). Run in C(C)#N (acetonitrile). Reaction conditions: time 30 minute. Yields the product C(N)(=N)C1=CC=C(C=C1)NC(C1=NN(C(N1)=O)C=1N=CSC1C(=O)N)C=1C=C(C2=C(COCO2)C1F)OC (4-{3-[(4-carbamimidoylphenylamino)-(5-fluoro-8-methoxy-4H-benzo[1,3]dioxin-6-yl)methyl]-5-oxo-4,5-dihydro-[1,2,4]triazol-1-yl}thiazole-5-carboxylic acid amide). RXN SMILES: F[B-](F)(F)F.[F:6][C:7]1[C:12]2[CH2:13][O:14][CH2:15][O:16][C:11]=2[C:10]([O:17][CH3:18])=[CH:9][C:8]=1[CH:19]([NH:34][C:35]1[CH:40]=[CH:39][C:38]([C:41](=S)[NH2:42])=[CH:37][CH:36]=1)[C:20]1[NH:24][C:23](=[O:25])[N:22]([C:26]2[N:27]=[CH:28][S:29][C:30]=2[C:31]([NH2:33])=[O:32])[N:21]=1.C(O)(C)C.C[SiH](C)[NH:50][SiH](C)C>C(#N)C>[C:41]([C:38]1[CH:37]=[CH:36][C:35]([NH:34][CH:19]([C:8]2[CH:9]=[C:10]([O:17][CH3:18])[C:11]3[O:16][CH2:15][O:14][CH2:13][C:12]=3[C:7]=2[F:6])[C:20]2[NH:24][C:23](=[O:25])[N:22]([C:26]3[N:27]=[CH:28][S:29][C:30]=3[C:31]([NH2:33])=[O:32])[N:21]=2)=[CH:40][CH:39]=1)(=[NH:42])[NH2:50]. Procedure: After adding 33 mg of Me3O+BF4− to a suspension of 109 mg of 4-{3-[(5-fluoro-8-methoxy-4H-benzo[1,3]dioxin-6-yl)-(4-thiocarbamoylphenylamino)methyl]-5-oxo-4,5-dihydro-[1,2,4]triazol-1-yl}thiazole-5-carboxylic acid amide in 1 ml of acetonitrile, the mixture was stirred at room temperature for 30 minutes. Next, 4 ml of isopropanol and 0.055 ml of 1,1,3,3-tetramethyldisilazane were added to the reaction mixture, which was then stirred overnight at 60° C. The reaction mixture was concentrated, and t...